This data is from the Open Reaction Database (ORD), a public repository of structured organic reaction records. The task is: describe an organic reaction: reactants, conditions, products, and yield Starting materials: FC(C1=NC2=CC=C(C=C2C(=C1C(=O)Cl)O)OC)(F)F (2-trifluoromethyl-6-methoxy-4-hydroxy-3-quinoline carboxylic acid chloride), NC=1SC=CN1 (2-amino-thiazole). Product: FC(C1=NC2=CC=C(C=C2C(=C1C(=O)NC=1SC=CN1)O)OC)(F)F (2-trifluoromethyl-6-methoxy-4-hydroxy-N-(2-thiazolyl)-3-quinolinecarboxamide). RXN SMILES: [F:1][C:2]([F:20])([F:19])[C:3]1[C:12]([C:13](Cl)=[O:14])=[C:11]([OH:16])[C:10]2[C:5](=[CH:6][CH:7]=[C:8]([O:17][CH3:18])[CH:9]=2)[N:4]=1.[NH2:21][C:22]1[S:23][CH:24]=[CH:25][N:26]=1>>[F:1][C:2]([F:20])([F:19])[C:3]1[C:12]([C:13]([NH:21][C:22]2[S:23][CH:24]=[CH:25][N:26]=2)=[O:14])=[C:11]([OH:16])[C:10]2[C:5](=[CH:6][CH:7]=[C:8]([O:17][CH3:18])[CH:9]=2)[N:4]=1. Procedure details: Using the procedure of Step F of Example 1, the product of Step F and 1.05 g of 2-amino-thiazole were reacted to obtain after crystallization from ethanol 1.6 g of 2-trifluoromethyl-6-methoxy-4-hydroxy-N-(2-thiazolyl)-3-quinolinecarboxamide melting at >270° C. The reactants are OC[C@@H]1CC[C@H](CC1)CC(=O)OCC (ethyl [trans-4-(hydroxymethyl)cyclohexyl]acetate), CC(=O)OI1(C=2C=CC=CC2C(=O)O1)(OC(=O)C)OC(=O)C (Dess-Martin periodinane). Solvent: CCOC(=O)C (EtOAc), C(Cl)Cl (CH2Cl2). Product: C(=O)[C@@H]1CC[C@H](CC1)CC(=O)OCC (ethyl (trans-4-formylcyclohexyl)acetate). RXN SMILES: [OH:1][CH2:2][C@H:3]1[CH2:8][CH2:7][C@H:6]([CH2:9][C:10]([O:12][CH2:13][CH3:14])=[O:11])[CH2:5][CH2:4]1.CC(OI1(OC(C)=O)(OC(C)=O)OC(=O)C2C=CC=CC1=2)=O>C(Cl)Cl.CCOC(C)=O>[CH:2]([C@H:3]1[CH2:8][CH2:7][C@H:6]([CH2:9][C:10]([O:12][CH2:13][CH3:14])=[O:11])[CH2:5][CH2:4]1)=[O:1]. Reported procedure: To a 0° C. solution of ethyl [trans-4-(hydroxymethyl)cyclohexyl]acetate (102. 8 mg, 0.514 mmol) in CH2Cl2 (6 n-L) was added Dess-Martin periodinane. The reaction was warmed to room temperature and stirred for several hours. The reaction was then diluted with EtOAc (50 mL) and washed with 1N NaOH and brine (15 mL each). The organic layer was dried over Na2SO4, filtered, and concentrated. Purification of the residue by flash chromatography on silica gel (5 to 25% EtOAc/hexanes) afforded ethyl (tra... The product is O=Cc1c(F)cc(Br)cc1F. Reactants: Fc1cc(F)cc(Br)c1, O=CN1CCCCC1, CC(C)[N-]C(C)C, Cl, [Li+], C1CCOC1, O. As a reaction SMILES: [Br:9][c:10]1[cH:11][c:12]([F:17])[cH:13][c:14]([F:16])[cH:15]1.[CH:18](=[O:19])[N:20]1[CH2:21][CH2:22][CH2:23][CH2:24][CH2:25]1.[CH:1]([N-:2][CH:3]([CH3:4])[CH3:5])([CH3:6])[CH3:7].[ClH:26].[Li+:8].[O:27]1[CH2:28][CH2:29][CH2:30][CH2:31]1.[OH2:32]>>[Br:9][c:10]1[cH:11][c:12]([F:17])[c:13]([CH:18]=[O:19])[c:14]([F:16])[cH:15]1. Starting materials: N=1NC(=CC1)NC(=O)C1=NC(=C(N=C1N)C(F)(F)F)Br (3-amino-6-bromo-5-trifluoromethyl-pyrazine-2-carboxylic acid (2H-pyrazol-3-yl)-amide), N(CCO)CCO (diethanolamine). Run in CN(C)C=O (DMF). Reaction conditions: temperature 100 celsius. Yields the product N=1NC(=CC1)NC(=O)C1=NC(=C(N=C1N)C(F)(F)F)N(C)C (3-Amino-6-dimethylamino-5-trifluoromethyl-pyrazine-2-carboxylic acid (2H-pyrazol-3-yl)-amide). Reaction SMILES: [N:1]1[NH:2][C:3]([NH:6][C:7]([C:9]2[C:14]([NH2:15])=[N:13][C:12]([C:16]([F:19])([F:18])[F:17])=[C:11](Br)[N:10]=2)=[O:8])=[CH:4][CH:5]=1.[NH:21]([CH2:25]CO)[CH2:22]CO>CN(C=O)C>[N:1]1[NH:2][C:3]([NH:6][C:7]([C:9]2[C:14]([NH2:15])=[N:13][C:12]([C:16]([F:19])([F:18])[F:17])=[C:11]([N:21]([CH3:25])[CH3:22])[N:10]=2)=[O:8])=[CH:4][CH:5]=1. Procedure: To a stirring solution of 3-amino-6-bromo-5-trifluoromethyl-pyrazine-2-carboxylic acid (2H-pyrazol-3-yl)-amide (Ex. 7)(50 mg, 0.142 mmol) in dry DMF (5 ml), diethanolamine (37.4 mg, 0.356 mmol) was added. The resulting solution was heated at 100° C. using microwave radiation for 66 hours. The reaction mixture was partitioned between EtOAc (20 ml) and water (20 ml), and the phases separated. The organic phase was washed with brine (10 ml), dried (MgSO4) and concentrated in vacuo to give an orange... The reactants are Cl.C(C)[C@H]1[C@H](CCC2=C(C=CC=C12)OC)N(CCC)CCC (cis-1-Ethyl-5-methoxy-2-(di-n-propylamino) tetralin hydrochloride), Br (HBr). The product is Br.C(C)[C@H]1[C@H](CCC2=C(C=CC=C12)O)N(CCC)CCC (cis-1-ethyl-5-hydroxy-2-(di-n-propylamino)tetralin hydrobromide), HBr-salt. Isolated yield 42.0%. As a reaction SMILES: Cl.[CH2:2]([C@@H:4]1[C:13]2[C:8](=[C:9]([O:14]C)[CH:10]=[CH:11][CH:12]=2)[CH2:7][CH2:6][C@@H:5]1[N:16]([CH2:20][CH2:21][CH3:22])[CH2:17][CH2:18][CH3:19])[CH3:3].[BrH:23]>>[BrH:23].[CH2:2]([C@@H:4]1[C:13]2[C:8](=[C:9]([OH:14])[CH:10]=[CH:11][CH:12]=2)[CH2:7][CH2:6][C@@H:5]1[N:16]([CH2:20][CH2:21][CH3:22])[CH2:17][CH2:18][CH3:19])[CH3:3] |f:0.1,3.4|. Reported procedure: cis-1-Ethyl-5-methoxy-2-(di-n-propylamino) tetralin hydrochloride (150 mg, 0.46 mmol) was heated in 48% aqueous HBr for 2 h at 120° C. under N2. The volatiles were evaporated in vacuo and the residue was crystallized from MeOH-ethyl ether. Two recrystallizations from MeOH-ethyl ether gave the desired product as HBr-salt (68 mg, 42%). Isomeric purity >95% (6C, 250° C.). Reactants: Cl.ClCCN(C)C (2-Chloro-N,N-dimethylethylamine hydrochloride), [I-].[K+] (potassium iodide), C([O-])([O-])=O.[K+].[K+] (potassium carbonate), C(C1=CC=CC=C1)ON1C(C2=CC=CC=3C2=C(C1=O)C=C(C3)O)=O (2-benzyloxy-5-hydroxy-benzo[de]isoquinoline-1,3-dione). Run in CC(=O)C (acetone). The product is C(C1=CC=CC=C1)ON1C(C2=CC=CC=3C2=C(C1=O)C=C(C3)OCCN(C)C)=O (2-benzyloxy-5-(2-dimethylamino-ethoxy)-benzo[de]isoquinoline-1,3-dione). Isolated yield 30.7%. As a reaction SMILES: Cl.Cl[CH2:3][CH2:4][N:5]([CH3:7])[CH3:6].[I-].[K+].C(=O)([O-])[O-].[K+].[K+].[CH2:16]([O:23][N:24]1[C:33](=[O:34])[C:32]2[CH:35]=[C:36]([OH:38])[CH:37]=[C:30]3[C:31]=2[C:26](=[CH:27][CH:28]=[CH:29]3)[C:25]1=[O:39])[C:17]1[CH:22]=[CH:21][CH:20]=[CH:19][CH:18]=1>CC(C)=O>[CH2:16]([O:23][N:24]1[C:33](=[O:34])[C:32]2[CH:35]=[C:36]([O:38][CH2:3][CH2:4][N:5]([CH3:7])[CH3:6])[CH:37]=[C:30]3[C:31]=2[C:26](=[CH:27][CH:28]=[CH:29]3)[C:25]1=[O:39])[C:17]1[CH:22]=[CH:21][CH:20]=[CH:19][CH:18]=1 |f:0.1,2.3,4.5.6|. Procedure details: 2-Chloro-N,N-dimethylethylamine hydrochloride (0.5 g, 3.3 mmol), potassium iodide (0.4 g, 2.4 mmol), and potassium carbonate (1.4 g, 10.1 mmol) were added to a suspension of 2-benzyloxy-5-hydroxy-benzo[de]isoquinoline-1,3-dione (0.8 g, 2.5 mmol) in acetone (100 mL). The mixture was refluxed for 8 hours and concentrated in vacuo. The residue was dissolved in water and extracted with 30% methanol in chloroform. The organic layer was dried (Na2SO4), filtered, and concentrated to give 0.3 g of 2-ben... Starting materials: 4, C(C1=CC=CC=C1)OCCC(=O)NC1=C(C(=O)O)C=CC=C1 ((3 benzyloxypropanoylamino)-benzoic acid), C(C(=O)Cl)(=O)Cl (oxalyl chloride), CN(C=O)C (dimethylformamide), [N+](=O)([O-])C1=C(N)C=CC=C1 (o-nitroaniline). Run in C(C)(=O)OCC (ethyl acetate), N1=CC=CC=C1 (pyridine). Yields the product [N+](=O)([O-])C1=C(C=CC=C1)NC(C1=CC=C(C=C1)NC(CCOCC1=CC=CC=C1)=O)=O (N-(2'-Nitrophenyl)-4-(3-benzyloxypropanoylamino)-benzamide). As a reaction SMILES: [CH2:1]([O:8][CH2:9][CH2:10][C:11]([NH:13][C:14]1[CH:22]=[CH:21][CH:20]=[CH:19][C:15]=1C(O)=O)=[O:12])[C:2]1[CH:7]=[CH:6][CH:5]=[CH:4][CH:3]=1.[C:23](Cl)(=[O:27])C(Cl)=O.CN(C)C=O.[N+:34]([C:37]1[CH:43]=[CH:42][CH:41]=[CH:40][C:38]=1[NH2:39])([O-:36])=[O:35]>C(OCC)(=O)C.N1C=CC=CC=1>[N+:34]([C:37]1[CH:43]=[CH:42][CH:41]=[CH:40][C:38]=1[NH:39][C:23](=[O:27])[C:20]1[CH:19]=[CH:15][C:14]([NH:13][C:11](=[O:12])[CH2:10][CH2:9][O:8][CH2:1][C:2]2[CH:3]=[CH:4][CH:5]=[CH:6][CH:7]=2)=[CH:22][CH:21]=1)([O-:36])=[O:35]. Reported procedure: N-(2'-Nitrophenyl)-4-(3-benzyloxypropanoylamino)-benzamide is prepared analogously to Example 1 using 12 g (40.1 mMole) 4 (3 benzyloxypropanoylamino)-benzoic acid, 6.6 g (0.13 mMole) oxalyl chloride, 9.7 g (0.13 mole) dimethylformamide, 2×4.5 g pyridine, 6.1 g (44.1 mMole) o-nitroaniline, and 280 mL dry ethyl acetate. The crude product is purified by column chromatography (silica gel; ethyl acetate/n hexane 1:5-1:1 v/v). Yield 3.5 g (21% of theory); m.p. 140° C.